This data is from the Open Reaction Database (ORD), a public repository of structured organic reaction records. The task is: describe an organic reaction: reactants, conditions, products, and yield The reactants are C(C)(C)(C)OC(=O)N1C=C(C=2C1=NC=C(C2)C#N)CN(C)C (5-cyano-3-dimethylaminomethyl-pyrrolo[2,3-b]pyridine-1-carboxylic acid tert-butyl ester), ClC(=O)OCC (ethyl chloroformate), O (water). Run in C1(=CC=CC=C1)C (toluene). Reaction conditions: time 3 hour. Yields the product C(C)(C)(C)OC(=O)N1C=C(C=2C1=NC=C(C2)C#N)CCl (3-chloromethyl-5-cyano-pyrrolo[2,3-b]pyridine-1-carboxylic acid tert-butyl ester). As a reaction SMILES: [C:1]([O:5][C:6]([N:8]1[C:12]2=[N:13][CH:14]=[C:15]([C:17]#[N:18])[CH:16]=[C:11]2[C:10]([CH2:19]N(C)C)=[CH:9]1)=[O:7])([CH3:4])([CH3:3])[CH3:2].[Cl:23]C(OCC)=O.O>C1(C)C=CC=CC=1>[C:1]([O:5][C:6]([N:8]1[C:12]2=[N:13][CH:14]=[C:15]([C:17]#[N:18])[CH:16]=[C:11]2[C:10]([CH2:19][Cl:23])=[CH:9]1)=[O:7])([CH3:4])([CH3:3])[CH3:2]. Reported procedure: To 5-cyano-3-dimethylaminomethyl-pyrrolo[2,3-b]pyridine-1-carboxylic acid tert-butyl ester (634, 2.60 g, 8.66 mmol) in toluene (60.0 mL) under an atmosphere of nitrogen was added ethyl chloroformate (0.828 mL, 8.66 mmol). The reaction was stirred at room temperature for 3 hours, then poured into water and extracted with ethyl acetate. The organic layer was dried over anhydrous sodium sulfate and filtered. The filtrate was concentrated and purified by silica gel column chromatography eluting with... The reactants are BrB(Br)Br, COc1ccc(CC(=O)O)cc1Oc1ccc(NC(=O)C(C)(C)C)cc1CSC(C)(C)C, ClCCl. Yields the product CC(C)(C)SCc1cc(NC(=O)C(C)(C)C)ccc1Oc1cc(CC(=O)O)ccc1O. As a reaction SMILES: [B:33]([Br:34])([Br:35])[Br:36].[C:1]([CH3:2])([CH3:3])([CH3:4])[S:5][CH2:6][c:7]1[c:8]([O:9][c:10]2[cH:11][c:12]([CH2:18][C:19](=[O:20])[OH:21])[cH:13][cH:14][c:15]2[O:16][CH3:17])[cH:22][cH:23][c:24]([NH:26][C:27]([C:28]([CH3:29])([CH3:30])[CH3:31])=[O:32])[cH:25]1.[Cl:37][CH2:38][Cl:39]>>[C:1]([CH3:2])([CH3:3])([CH3:4])[S:5][CH2:6][c:7]1[c:8]([O:9][c:10]2[cH:11][c:12]([CH2:18][C:19](=[O:20])[OH:21])[cH:13][cH:14][c:15]2[OH:16])[cH:22][cH:23][c:24]([NH:26][C:27]([C:28]([CH3:29])([CH3:30])[CH3:31])=[O:32])[cH:25]1.